describe an organic reaction: reactants, conditions, products, and yield From a dataset of the Open Reaction Database (ORD), a public repository of structured organic reaction records. The reactants are C(C)(=O)O[BH-](OC(C)=O)OC(C)=O.[Na+] (Sodium triacetoxyborohydride), BrC=1C(=C(C=O)C=CC1)O (3-bromo-2-hydroxybenzaldehyde), N1CCOCC1 (morpholine). Run in O1CCCC1 (tetrahydrofuran). Conditions: time 18 hour. Yields the product BrC1=C(C(=CC=C1)CN1CCOCC1)O (2-Bromo-6-(morpholin-4-ylmethyl)phenol). Reaction SMILES: C(O[BH-](OC(=O)C)OC(=O)C)(=O)C.[Na+].[Br:15][C:16]1[C:17]([OH:24])=[C:18]([CH:21]=[CH:22][CH:23]=1)[CH:19]=O.[NH:25]1[CH2:30][CH2:29][O:28][CH2:27][CH2:26]1>O1CCCC1>[Br:15][C:16]1[CH:23]=[CH:22][CH:21]=[C:18]([CH2:19][N:25]2[CH2:30][CH2:29][O:28][CH2:27][CH2:26]2)[C:17]=1[OH:24] |f:0.1|. Reported procedure: Sodium triacetoxyborohydride (3.18 g) was added to a solution of 3-bromo-2-hydroxybenzaldehyde (2.0 g) and morpholine (1.04 ml) in tetrahydrofuran (30 ml) and the mixture stirred at ambient temperature for 18 h. After filtering from a little insoluble material, the filtrate was evaporated. The residue was partitioned between dichloromethane and water and the solvent phase was washed with water, dried and evaporated to an oil. Starting materials: ClC1=CC=C(C=N1)C(=O)NC1=CC(=C(C=C1)C)C=1C2=C(N=C(N1)S(=O)(=O)C)N(C(C=C2)=O)C2=C(C=CC=C2F)F (6-chloro-N-{3-[8-(2,6-difluorophenyl)-2-(methylsulfonyl)-7-oxo-7,8-dihydropyrido[2,3-d]pyrimidin-4-yl]-4-methylphenyl}-3-pyridinecarboxamide), N1CCC(CC1)NC(OC(C)(C)C)=O (1,1-dimethylethyl 4-piperidinylcarbamate). Product: NC1CCN(CC1)C=1N=C(C2=C(N1)N(C(C=C2)=O)C2=C(C=CC=C2F)F)C=2C=C(C=CC2C)NC(=O)C=2C=NC(=CC2)Cl (N-{3-[2-(4-amino-1-piperidinyl)-8-(2,6-difluorophenyl)-7-oxo-7,8-dihydropyrido[2,3-d]pyrimidin-4-yl]-4-methylphenyl}-6-chloro-3-pyridinecarboxamide). As a reaction SMILES: [Cl:1][C:2]1[N:7]=[CH:6][C:5]([C:8]([NH:10][C:11]2[CH:16]=[CH:15][C:14]([CH3:17])=[C:13]([C:18]3[C:19]4[CH:31]=[CH:30][C:29](=[O:32])[N:28]([C:33]5[C:38]([F:39])=[CH:37][CH:36]=[CH:35][C:34]=5[F:40])[C:20]=4[N:21]=[C:22](S(C)(=O)=O)[N:23]=3)[CH:12]=2)=[O:9])=[CH:4][CH:3]=1.[NH:41]1[CH2:46][CH2:45][CH:44]([NH:47]C(=O)OC(C)(C)C)[CH2:43][CH2:42]1>>[NH2:47][CH:44]1[CH2:45][CH2:46][N:41]([C:22]2[N:23]=[C:18]([C:13]3[CH:12]=[C:11]([NH:10][C:8]([C:5]4[CH:6]=[N:7][C:2]([Cl:1])=[CH:3][CH:4]=4)=[O:9])[CH:16]=[CH:15][C:14]=3[CH3:17])[C:19]3[CH:31]=[CH:30][C:29](=[O:32])[N:28]([C:33]4[C:38]([F:39])=[CH:37][CH:36]=[CH:35][C:34]=4[F:40])[C:20]=3[N:21]=2)[CH2:42][CH2:43]1. Procedure details: The title compound was prepared as described in Example 2 from 6-chloro-N-{3-[8-(2,6-difluorophenyl)-2-(methylsulfonyl)-7-oxo-7,8-dihydropyrido[2,3-d]pyrimidin-4-yl]-4-methylphenyl}-3-pyridinecarboxamide and 1,1-dimethylethyl 4-piperidinylcarbamate: LC-MS m/z 602 (M+H)+, 1.75 min (ret time). Reactants: ClC1=CC(=C(C=C1)C=1C(=CC=CC1)C(=O)OCC)C (ethyl 4′-chloro-2′-methyl-biphenyl-2-carboxylate), [OH-].[Na+] (sodium hydroxide), [OH-].[Na+] (sodium hydroxide), solution. Solvent: C(C)O (ethanol). Reaction conditions: temperature 100 celsius, time 2 hour. Yields the product ClC1=CC(=C(C=C1)C=1C(=CC=CC1)C(=O)O)C (4′-chloro-2′-methyl-biphenyl-2-carboxylic acid). The yield is 90.7%. As a reaction SMILES: [Cl:1][C:2]1[CH:7]=[CH:6][C:5]([C:8]2[C:9]([C:14]([O:16]CC)=[O:15])=[CH:10][CH:11]=[CH:12][CH:13]=2)=[C:4]([CH3:19])[CH:3]=1.[OH-].[Na+]>C(O)C>[Cl:1][C:2]1[CH:7]=[CH:6][C:5]([C:8]2[C:9]([C:14]([OH:16])=[O:15])=[CH:10][CH:11]=[CH:12][CH:13]=2)=[C:4]([CH3:19])[CH:3]=1 |f:1.2|. Procedure: A mixture of ethyl 4′-chloro-2′-methyl-biphenyl-2-carboxylate (27.10 g), ethanol (60 ml) and 1N aqueous sodium hydroxide solution (120 ml) was stirred at 100° C. for 2 hr. To the reaction mixture was added 8N aqueous sodium hydroxide m solution (10 ml), and the mixture was further stirred at 100° C. for 1 hr. The reaction mixture was cooled to room temperature. The insoluble material was filtered off, and washed with 33 v/v % ethanol-water (100 ml). The filtrate was adjusted to pH 2 with formic ... The reactants are COc1ccc(N)c(C(F)(F)F)n1, [I-], [K+], O=N[O-], [Na+], O, O=S(=O)(O)O. The product is COc1ccc(I)c(C(F)(F)F)n1. Reaction SMILES: [CH3:1][O:2][c:3]1[cH:4][cH:5][c:6]([NH2:13])[c:7]([C:9]([F:10])([F:11])[F:12])[n:8]1.[I-:19].[K+:18].[N:14]([O-:15])=[O:16].[Na+:17].[OH2:25].[S:20](=[O:21])(=[O:22])([OH:23])[OH:24]>>[CH3:1][O:2][c:3]1[cH:4][cH:5][c:6]([I:19])[c:7]([C:9]([F:10])([F:11])[F:12])[n:8]1. Reactants: CN1C(=NC2=C1C=CC=C2)C (1,2-dimethyl-1H-benzimidazole), C(C1=CC=CC=C1)(=O)Cl (benzoyl chloride), N1=CC=CC=C1 (pyridine). Conditions: time 2 hour. Yields the product C(C1=CC=CC=C1)(=O)N1C=CC(C=C1)CC1=NC2=C(N1C)C=CC=C2 (1-benzoyl-1,4-dihydro-4-[(1-methyl-1H-benzimidazol-2-yl)methyl]pyridine), residue ( 63 ). Reaction SMILES: [CH3:1][N:2]1[C:6]2[CH:7]=[CH:8][CH:9]=[CH:10][C:5]=2[N:4]=[C:3]1[CH3:11].[C:12](Cl)(=[O:19])[C:13]1[CH:18]=[CH:17][CH:16]=[CH:15][CH:14]=1.[N:21]1[CH:26]=[CH:25][CH:24]=[CH:23][CH:22]=1>>[C:12]([N:21]1[CH:26]=[CH:25][CH:24]([CH2:11][C:3]2[N:2]([CH3:1])[C:6]3[CH:7]=[CH:8][CH:9]=[CH:10][C:5]=3[N:4]=2)[CH:23]=[CH:22]1)(=[O:19])[C:13]1[CH:18]=[CH:17][CH:16]=[CH:15][CH:14]=1. Procedure details: To a stirred solution of 6 parts of 1,2-dimethyl-1H-benzimidazole in 50 parts of dry pyridine were added dropwise 6.2 parts of benzoyl chloride at room temperature. Upon completion, stirring was continued for 2 hours at room temperature. The whole was evaporated. The residue was dissolved in 260 parts of dichloromethane. Water was added and the solution was treated with concentrate ammonium hydroxide. The dichloromethane layer was decanted, dried, filtered and evaporated. The residue was taken u... Starting materials: C(C1=CC=CC=C1)(=O)Cl (benzoyl chloride), C(C1=CC=CC=C1)(C1=CC=CC=C1)(C1=CC=CC=C1)OCC(O)COCCCCCCCCCCCCCCCCCC (1-trityl-3-octadecylglycerol), N1=CC=CC=C1 (pyridine). Solvent: ClCCl (dichloromethane), ClCCl (dichloromethane). Conditions: time 30 minute. Yields the product C(C1=CC=CC=C1)(=O)OC(COC(C1=CC=CC=C1)(C1=CC=CC=C1)C1=CC=CC=C1)COCCCCCCCCCCCCCCCCCC (2-benzoyl-3-octadecyl-1-tritylglycerol). Yield: 78.1%. As a reaction SMILES: [C:1]([O:20][CH2:21][CH:22]([CH2:24][O:25][CH2:26][CH2:27][CH2:28][CH2:29][CH2:30][CH2:31][CH2:32][CH2:33][CH2:34][CH2:35][CH2:36][CH2:37][CH2:38][CH2:39][CH2:40][CH2:41][CH2:42][CH3:43])[OH:23])([C:14]1[CH:19]=[CH:18][CH:17]=[CH:16][CH:15]=1)([C:8]1[CH:13]=[CH:12][CH:11]=[CH:10][CH:9]=1)[C:2]1[CH:7]=[CH:6][CH:5]=[CH:4][CH:3]=1.N1C=CC=CC=1.[C:50](Cl)(=[O:57])[C:51]1[CH:56]=[CH:55][CH:54]=[CH:53][CH:52]=1>ClCCl>[C:50]([O:23][CH:22]([CH2:24][O:25][CH2:26][CH2:27][CH2:28][CH2:29][CH2:30][CH2:31][CH2:32][CH2:33][CH2:34][CH2:35][CH2:36][CH2:37][CH2:38][CH2:39][CH2:40][CH2:41][CH2:42][CH3:43])[CH2:21][O:20][C:1]([C:8]1[CH:13]=[CH:12][CH:11]=[CH:10][CH:9]=1)([C:14]1[CH:15]=[CH:16][CH:17]=[CH:18][CH:19]=1)[C:2]1[CH:3]=[CH:4][CH:5]=[CH:6][CH:7]=1)(=[O:57])[C:51]1[CH:56]=[CH:55][CH:54]=[CH:53][CH:52]=1. Procedure details: In 200 ml of dried dichloromethane was dissolved 32.0 g (53.4 mmole) of 1-trityl-3-octadecylglycerol, and 22.4 ml of dried pyridine and then a solution of 6.7 ml (57.9 mmole) of benzoyl chloride in 100 ml of dried dichloromethane were added dropwise to the solution under stirring at 0° to 3° C. over the period of time of 30 minutes. The reaction mixture was stirred at room temperature for another 2 hours, and then concentrated under reduced pressure. 200 ml of ether was added to the residue, and... Reactants: C(C)(=O)OCC (ethyl acetate), OC=1C=C2C=C(C(OC2=CC1)C(F)(F)F)C(=O)OCC (ethyl 6-hydroxy-2-(trifluoromethyl)-2H-chromene-3-carboxylate), ICl (iodomonochloride), ClCCl (dichloromethane), ClCCl (dichloromethane). Conditions: time 1 hour. Yields the product ClC1=C2C=C(C(OC2=CC(=C1O)Cl)C(F)(F)F)C(=O)OCC (ethyl 5,7-dichloro-6-hydroxy-2-(trifluoromethyl)-2H-chromene-3-carboxylate). Isolated yield 64.0%. As a reaction SMILES: [OH:1][C:2]1[CH:3]=[C:4]2[C:9](=[CH:10]C=1)[O:8][CH:7]([C:12]([F:15])([F:14])[F:13])[C:6]([C:16]([O:18][CH2:19][CH3:20])=[O:17])=[CH:5]2.I[Cl:22].C(OCC)(=O)C.Cl[CH2:30][Cl:31]>>[Cl:22][C:3]1[C:2]([OH:1])=[C:30]([Cl:31])[CH:10]=[C:9]2[C:4]=1[CH:5]=[C:6]([C:16]([O:18][CH2:19][CH3:20])=[O:17])[CH:7]([C:12]([F:15])([F:14])[F:13])[O:8]2. Procedure: To a solution of 1.0 g (3.5 mmol) of ethyl 6-hydroxy-2-(trifluoromethyl)-2H-chromene-3-carboxylate in 10 mL of anhydrous dichloromethane was added a solution of 1.5 mL (30 mmol) of iodomonochloride in 5 mL anhydrous dichloromethane. The resulting brown solution was stirred at room temperature for one hour. The reaction was added to 50 mL of ethyl acetate. The organic solution was washed with sat. sodium sulfite solution three times, washed with brine three times and dried over anhydrous magnesiu... Reactants: CI, [H-], [Na+], C1CCOC1, O, CCOC(=O)c1cc2c(C)ccc3c2n1CCC3O. Product: CCOC(=O)c1cc2c(C)ccc3c2n1CCC3OC. As a reaction SMILES: [CH3:1][I:2].[H-:22].[Na+:23].[O:24]1[CH2:25][CH2:28][CH2:27][CH2:26]1.[OH2:29].[OH:3][CH:4]1[CH2:5][CH2:6][n:7]2[c:8]3[c:9]([c:10]([CH3:14])[cH:11][cH:12][c:13]31)[cH:15][c:16]2[C:17](=[O:18])[O:19][CH2:20][CH3:21]>>[O:3]([CH:4]1[CH2:5][CH2:6][n:7]2[c:8]3[c:9]([c:10]([CH3:14])[cH:11][cH:12][c:13]31)[cH:15][c:16]2[C:17](=[O:18])[O:19][CH2:20][CH3:21])[CH3:25]. The reactants are CC1=NNC(C=2C=C3CCCCN3C21)=O (6,7,8,9-tetrahydro-4-(methyl)pyridazino[4,5-b]indolizin-1-one), [OH-].[Na+] (sodium hydroxide), O=P(Cl)(Cl)Cl (POCl3), CO (methanol). Run in C(Cl)Cl (methylene chloride). Yields the product ClC1=NN=C(C2=C1C=C1CCCCN21)C (1-chloro-4-methyl-6,7,8,9-tetrahydropyridazino[4,5-b]indolizine). The yield is 92.0%. Reaction SMILES: [CH3:1][C:2]1[C:14]2[N:13]3[C:8]([CH2:9][CH2:10][CH2:11][CH2:12]3)=[CH:7][C:6]=2[C:5](=O)[NH:4][N:3]=1.O=P(Cl)(Cl)[Cl:18].CO.[OH-].[Na+]>C(Cl)Cl>[Cl:18][C:5]1[C:6]2[CH:7]=[C:8]3[N:13]([C:14]=2[C:2]([CH3:1])=[N:3][N:4]=1)[CH2:12][CH2:11][CH2:10][CH2:9]3 |f:3.4|. Procedure: Compound XI (3.00 g, 15 mmol) was heated under reflux with excess POCl3 (25 mL) until no starting material remained (TLC, silic gel, 5% methanol in methylene chloride), then poured over ice, made basic with aqueous sodium hydroxide and the aqueous phase extracted with methylene chloride to isolate the product. The organic phase was dried (MgSO4), filtered, and evaporated to give a residue which was purified by flash column chromatography (silica gel, 5% methanol in methylene chloride) to give 1-...